From a dataset of the Open Reaction Database (ORD), a public repository of structured organic reaction records. describe an organic reaction: reactants, conditions, products, and yield The reactants are compound, C(CCC)NC1=CC(=NN1C)C (5-butylamino-1,3dimethylpyrazole), EtOAc hexanes, N(=O)OCCC(C)C (isoamyl nitrite). Run in CCO (EtOH). Product: C(CCC)NC1=C(C(=NN1C)C)N=O (5-Butylamino-4-nitroso-1,3-dimethylpyrazole). RXN SMILES: [CH2:1]([NH:5][C:6]1[N:10]([CH3:11])[N:9]=[C:8]([CH3:12])[CH:7]=1)[CH2:2][CH2:3][CH3:4].[N:13](OCCC(C)C)=[O:14]>CCO>[CH2:1]([NH:5][C:6]1[N:10]([CH3:11])[N:9]=[C:8]([CH3:12])[C:7]=1[N:13]=[O:14])[CH2:2][CH2:3][CH3:4]. Procedure: To a stirred solution of 5-butylamino-1,3dimethylpyrazole (4.0 g, 23.9 mmol) in EtOH (100 mL) there was added dropwise, under nitrogen, isoamyl nitrite (35 mL) and the mixture was stirred at room temperature for 3 hours. The progress of the reaction was monitored by tlc (SiO2, developed with EtOAc/hexanes [3:2]) and when no starting material remained, the solution was evaporated to dryness. This mixture was purified by chromatography on a SiO2 column (400 mL) developed with EtOAc/hexanes (40:60)... Starting materials: COCCOc1nc(C(=O)OC)ccc1C1CC1, CCO, [Na+], [OH-]. The product is COCCOc1nc(C(=O)O)ccc1C1CC1. As a reaction SMILES: [CH3:1][O:2][C:3](=[O:4])[c:5]1[n:6][c:7]([O:14][CH2:15][CH2:16][O:17][CH3:18])[c:8]([CH:11]2[CH2:12][CH2:13]2)[cH:9][cH:10]1.[CH3:21][CH2:22][OH:23].[Na+:20].[OH-:19]>>[O:2]=[C:3]([OH:4])[c:5]1[n:6][c:7]([O:14][CH2:15][CH2:16][O:17][CH3:18])[c:8]([CH:11]2[CH2:12][CH2:13]2)[cH:9][cH:10]1. Starting materials: C(C)(C)(C)OC(=O)NC(C(=O)OC)=CC=1C=NC(=CC1)C1=C(C(=CC=C1)F)F (methyl 2-[(tert-butoxycarbonyl)amino]-3-[6-(2,3-difluorophenyl)pyridin-3-yl]acrylate), C(C)(=O)O (acetic acid), OCC1(O)[C@H](O)[C@H](O)[C@H](O)CO1 (Psi). Reagents/catalysts: [Pd] (Palladium on carbon). The solvent is CO (methanol). Product: C(C)(C)(C)OC(=O)NC(C(=O)OC)CC=1C=NC(=CC1)C1=C(C(=CC=C1)F)F (methyl 2-(tert-butoxycarbonylamino)-3-(6-(2,3-difluorophenyl)pyridin-3-yl)propanoate). Isolated yield 89.2%. RXN SMILES: [C:1]([O:5][C:6]([NH:8][C:9](=[CH:14][C:15]1[CH:16]=[N:17][C:18]([C:21]2[CH:26]=[CH:25][CH:24]=[C:23]([F:27])[C:22]=2[F:28])=[CH:19][CH:20]=1)[C:10]([O:12][CH3:13])=[O:11])=[O:7])([CH3:4])([CH3:3])[CH3:2].C(O)(=O)C.OCC1(OC[C@@H](O)[C@@H](O)[C@H]1O)O>[Pd].CO>[C:1]([O:5][C:6]([NH:8][CH:9]([CH2:14][C:15]1[CH:16]=[N:17][C:18]([C:21]2[CH:26]=[CH:25][CH:24]=[C:23]([F:27])[C:22]=2[F:28])=[CH:19][CH:20]=1)[C:10]([O:12][CH3:13])=[O:11])=[O:7])([CH3:4])([CH3:2])[CH3:3]. Procedure details: 10% Palladium on carbon (10 mg) was added to a mixture of methyl 2-[(tert-butoxycarbonyl)amino]-3-[6-(2,3-difluorophenyl)pyridin-3-yl]acrylate (70 mg, 0.2 mmol) in methanol (3 mL) and acetic acid (0.5 mL, 9 mmol). The reaction was shaken in parr shaker under H2 at 60 Psi for 5 h. The reaction was complete by LC-MS, this was filtered and concentrated under reduced pressure to give crude methyl 2-(tert-butoxycarbonylamino)-3-(6-(2,3-difluorophenyl)pyridin-3-yl)propanoate (0.07 g, 100%) as an oil. ... The reactants are C(C=C)[Sn](CCCC)(CCCC)CCCC (allyltributyltin), BrC1=CC(=C(C=C1)OCOCC)CC (4-bromo-1-ethoxymethoxy-2-ethylbenzene), O (water). Reagents/catalysts: Cl[Pd](P(C1=CC=CC=C1)(C1=CC=CC=C1)C1=CC=CC=C1)(P(C1=CC=CC=C1)(C1=CC=CC=C1)C1=CC=CC=C1)Cl (dichlorobis (triphenylphosphino)palladium). Solvent: CN(C)C=O (DMF). Run at temperature 120 celsius. Product: C(C=C)C1=CC(=C(C=C1)OCOCC)CC (4-Allyl-1-ethoxymethoxy-2-ethylbenzene). As a reaction SMILES: Br[C:2]1[CH:7]=[CH:6][C:5]([O:8][CH2:9][O:10][CH2:11][CH3:12])=[C:4]([CH2:13][CH3:14])[CH:3]=1.[CH2:15]([Sn](CCCC)(CCCC)CCCC)[CH:16]=[CH2:17].O>CN(C=O)C.Cl[Pd](Cl)(P(C1C=CC=CC=1)(C1C=CC=CC=1)C1C=CC=CC=1)P(C1C=CC=CC=1)(C1C=CC=CC=1)C1C=CC=CC=1>[CH2:17]([C:2]1[CH:7]=[CH:6][C:5]([O:8][CH2:9][O:10][CH2:11][CH3:12])=[C:4]([CH2:13][CH3:14])[CH:3]=1)[CH:16]=[CH2:15]. Procedure: 15 g (58 mmol) of 4-bromo-1-ethoxymethoxy-2-ethylbenzene are dissolved in 150 ml of DMF. 26.9 ml (87 mmol) of allyltributyltin are added, and then the mixture is degassed with a nitrogen stream. 1.2 g (1.8 mmol) of dichlorobis (triphenylphosphino)palladium are added, and the medium is heated at 120° C. for 10 hours. The reaction medium is poured into water, and then extracted with ethyl acetate. The residue obtained after drying and concentration is purified by chromatography on a silica column ... Reactants: O.O.C[N+](C)(C)[O-] (trimethylamine-N-oxide dihydrate), N1C(C2(C=3C1=NC=CC3)CC=CC2)=O (spiro[cyclopent-3-ene-1,3′-pyrrolo[2,3-b]pyridin]-2′(1′H)-one). Reagents/catalysts: [Os](=O)(=O)(=O)=O (osmium tetroxide). The solvent is ClCCl (dichloromethane). Yields the product OC1CC2(C=NC3=NC=CC=C32)CC1O (3,4-dihydroxyspiro[cyclopentane-1,3′-pyrrolo[2,3-b]pyridin]). Yield: 92.4%. Reaction SMILES: [OH2:1].[OH2:2].C[N+]([O-])(C)C.[NH:8]1[C:12]2=[N:13][CH:14]=[CH:15][CH:16]=[C:11]2[C:10]2([CH2:20][CH:19]=[CH:18][CH2:17]2)[C:9]1=O>ClCCl.[Os](=O)(=O)(=O)=O>[OH:1][CH:18]1[CH:19]([OH:2])[CH2:20][C:10]2([C:11]3[C:12](=[N:13][CH:14]=[CH:15][CH:16]=3)[N:8]=[CH:9]2)[CH2:17]1 |f:0.1.2|. Reported procedure: To a mixture of trimethylamine-N-oxide dihydrate (408 mg, 3.67 mmol) and spiro[cyclopent-3-ene-1,3′-pyrrolo[2,3-b]pyridin]-2′(1′H)-one (622 mg, 3.34 mmol) in dichloromethane (115 mL) was added osmium tetroxide (25 uL of 2.5% solution in 2-methyl-2-propanol). After 24 h the reaction mixture was concentrated. The crude product was loaded onto a silica gel chromatography column with a minimal amount of methanol and eluted with a gradient of 5 to 20% methanol:dichloromethane to give the title compou...